Task: describe an organic reaction: reactants, conditions, products, and yield. Dataset: the Open Reaction Database (ORD), a public repository of structured organic reaction records Reactants: Cl.ClC1=C(C=CC=C1)C(CCN(C)C)=O (1-(2-chlorophenyl)-3-(dimethylamino)propan-1-one HCl salt), BrC=1C=C(N)C=CC1 (3-bromoaniline). The solvent is C(C)O.O (ethanol water). Product: BrC=1C=C(C=CC1)NCCC(=O)C1=C(C=CC=C1)Cl (3-(3-bromophenylamino)-1-(2-chlorophenyl)propan-1-one). The yield is 40.0%. As a reaction SMILES: Cl.[Cl:2][C:3]1[CH:8]=[CH:7][CH:6]=[CH:5][C:4]=1[C:9](=[O:15])[CH2:10][CH2:11][N:12]([CH3:14])C.[Br:16][C:17]1[CH:18]=C([CH:21]=[CH:22][CH:23]=1)N>C(O)C.O>[Br:16][C:17]1[CH:18]=[C:14]([NH:12][CH2:11][CH2:10][C:9]([C:4]2[CH:5]=[CH:6][CH:7]=[CH:8][C:3]=2[Cl:2])=[O:15])[CH:21]=[CH:22][CH:23]=1 |f:0.1,3.4|. Reported procedure: A solution of 1-(2-chlorophenyl)-3-(dimethylamino)propan-1-one HCl salt (5.17 g, 20.85 mmol) and 3-bromoaniline (2.27 mL, 1 equiv) in 1:1 ethanol/water (21 mL, 1.0M) was heated at reflux overnight. LC-MS found the starting material was gone. The reaction mixture was cooled to rt. The ethanol was removed in vacuo. The residue was partitioned between EtOAc and water. The organic layer was washed with 1% aq HCl (2×30 mL), satd aq NaHCO3 solution (20 mL), brine (20 mL), and dried over Na2SO4. After ... The reactants are C(C1=CC=CC=C1)OC([C@H](NC(=O)OC(C)(C)C)CO)=O (Boc-(D)-serine benzyl ester), C(=O)(C(F)(F)F)O (TFA), C(Cl)Cl (methylene chloride). Run at time 1 hour. Product: Cl.C(C1=CC=CC=C1)OC([C@H](N)CO)=O (D-serine benzyl ester HCl salt). RXN SMILES: [CH2:1]([O:8][C:9](=[O:21])[C@@H:10]([CH2:19][OH:20])[NH:11]C(OC(C)(C)C)=O)[C:2]1[CH:7]=[CH:6][CH:5]=[CH:4][CH:3]=1.C(O)(C(F)(F)F)=O.C(Cl)[Cl:30]>>[ClH:30].[CH2:1]([O:8][C:9](=[O:21])[C@@H:10]([CH2:19][OH:20])[NH2:11])[C:2]1[CH:7]=[CH:6][CH:5]=[CH:4][CH:3]=1 |f:3.4|. Reported procedure: A solution of Boc-(D)-serine benzyl ester (1.1 g) in 1/1 mixture of the TFA and methylene chloride was stirred for 1 hour and then concentrated and azeotroped from toluene to give D-serine benzyl ester HCl salt. The residue was dissolved in methylene (15 ml), and added methyl benzimidate HCl (732 mg) and TEA (0.5 ml). The mixture was stirred at room temperature for 3 hours and then concentrated. Purification by flash chromatography (hexanes/ethyl acetate=6/1) gave 572 mg of the title compounds. Starting materials: O.NN (Hydrazine hydrate), [N+](=O)([O-])C=1C=CC(=NC1)CCCC(=O)O (4-(5-nitropyrid-2-yl)butanoic acid), C(C)O (ethanol), C(C)O (ethanol). Reported procedure: Hydrazine hydrate (10 ml) in ethanol (20 ml) was added over 30 minutes to a stirred suspension of 4-(5-nitropyrid-2-yl)butanoic acid (7.5 g, 0.036 mole) and 10% palladium on carbon (1 g) in ethanol (100 ml). The solution was stirred for 1 hour, filtered through hyflo and the filtrate was evaporated to dryness. The residue was dissolved in methanol (250 ml) containing concentrated sulphuric acid (20 ml) and the resulting solution was refluxed for 4 hours, cooled and the solvent was removed under ... The product is NC=1C=CC(=NC1)CCCC(=O)OC (Methyl 4-(5-aminopyrid-2-yl)butanoate). The reagents and catalysts are [Pd] (palladium on carbon). Reaction SMILES: O.NN.[N+:4]([C:7]1[CH:8]=[CH:9][C:10]([CH2:13][CH2:14][CH2:15][C:16]([OH:18])=[O:17])=[N:11][CH:12]=1)([O-])=O.[CH2:19](O)C>[Pd]>[NH2:4][C:7]1[CH:8]=[CH:9][C:10]([CH2:13][CH2:14][CH2:15][C:16]([O:18][CH3:19])=[O:17])=[N:11][CH:12]=1 |f:0.1|. Reaction conditions: time 1 hour. Starting materials: CC(CCCOCc1ccccc1)CO[Si](C)(C)C(C)(C)C, C1=CCCCC1, CCO, [OH-], [OH-], [Pd+2]. The product is CC(CCCO)CO[Si](C)(C)C(C)(C)C. As a reaction SMILES: [CH2:1]([c:2]1[cH:3][cH:4][cH:5][cH:6][cH:7]1)[O:8][CH2:9][CH2:10][CH2:11][CH:12]([CH2:13][O:14][Si:15]([CH3:16])([CH3:17])[C:18]([CH3:19])([CH3:20])[CH3:21])[CH3:22].[CH2:26]1[CH2:27][CH:28]=[CH:29][CH2:30][CH2:31]1.[CH3:23][CH2:24][OH:25].[OH-:32].[OH-:33].[Pd+2:34]>>[OH:8][CH2:9][CH2:10][CH2:11][CH:12]([CH2:13][O:14][Si:15]([CH3:16])([CH3:17])[C:18]([CH3:19])([CH3:20])[CH3:21])[CH3:22]. The reactants are COCCOCCOC, CC(C)=CC(O)(c1ccccn1)c1ccccc1O. Product: CC1(C)C=C(c2ccccn2)c2ccccc2O1. As a reaction SMILES: [CH3:20][O:21][CH2:22][CH2:23][O:24][CH2:25][CH2:26][O:27][CH3:28].[OH:1][c:2]1[c:3]([C:8]([CH:9]=[C:10]([CH3:11])[CH3:12])([OH:13])[c:14]2[n:15][cH:16][cH:17][cH:18][cH:19]2)[cH:4][cH:5][cH:6][cH:7]1>>[O:1]1[c:2]2[c:3]([cH:4][cH:5][cH:6][cH:7]2)[C:8]([c:14]2[n:15][cH:16][cH:17][cH:18][cH:19]2)=[CH:9][C:10]1([CH3:11])[CH3:12]. The solvent is C(C)O (ethanol). Yields the product CCCCC[C@@H](/C=C/C1=C(C(=O)CC1)C/C=C\CCCC(=O)O)O (PGB2). Reported procedure: A solution of racemic PGE2 (200 mg.) in 100 ml. of 50% aqueous ethanol containing 10 grams of potassium hydroxide is kept at 25° C. for 10 hours under nitrogen. Then, the solution is cooled to 10° C. and neutralized by addition of 3 normal hydrochloric acid at 10° C. The resulting solution is extracted repeatedly with ethyl acetate, and the combined ethyl acetate extracts are washed with water and then with saturated aqueous sodium chloride solution, dried, and evaporated to give racemic PGB2. RXN SMILES: [CH3:1][CH2:2][CH2:3][CH2:4][CH2:5][C@H:6]([OH:25])/[CH:7]=[CH:8]/[C@@H:9]1[C@@H:14]([CH2:15]/[CH:16]=[CH:17]\[CH2:18][CH2:19][CH2:20][C:21]([OH:23])=[O:22])[C:12](=[O:13])[CH2:11][C@H:10]1O.[OH-].[K+].Cl>C(O)C>[CH3:1][CH2:2][CH2:3][CH2:4][CH2:5][C@H:6]([OH:25])/[CH:7]=[CH:8]/[C:9]1[CH2:10][CH2:11][C:12](=[O:13])[C:14]=1[CH2:15]/[CH:16]=[CH:17]\[CH2:18][CH2:19][CH2:20][C:21]([OH:23])=[O:22] |f:1.2|. Run at temperature 10 celsius. Reactants: CCCCC[C@@H](/C=C/[C@H]1[C@@H](CC(=O)[C@@H]1C/C=C\CCCC(=O)O)O)O (PGE2), [OH-].[K+] (potassium hydroxide), Cl (hydrochloric acid).